describe an organic reaction: reactants, conditions, products, and yield From a dataset of the Open Reaction Database (ORD), a public repository of structured organic reaction records. Solvent: C(Cl)Cl (DCM), C(Cl)Cl (DCM). Procedure: A solution of 1-(2-methyl-3-((2-methyl-4-(methylsulfonyl)butan-2-yl)amino)quinoxalin-5-yl)ethanone (338c, 0.51 g, 1.46 mmol), tert-butyldimethylsilyl trifluoromethanesulfonate (0.50 mL, 2.20 mmol), and TEA (0.61 mL, 4.40 mmol) in DCM (14.68 mL) was stirred at 0° C. for 30 min when silyl enol ether was observed via lcms. The reaction mixture was diluted with DCM (150 mL), added to a separatory funnel, and washed with saturated aq. NaHCO3 (75 mL) before the organic layer was separated, dried over ... Reaction SMILES: [CH3:1][C:2]1[C:11]([NH:12][C:13]([CH3:21])([CH2:15][CH2:16][S:17]([CH3:20])(=[O:19])=[O:18])[CH3:14])=[N:10][C:9]2[C:4](=[CH:5][CH:6]=[CH:7][C:8]=2[C:22](=[O:24])[CH3:23])[N:3]=1.FC(F)(F)S(O[Si:31]([C:34]([CH3:37])([CH3:36])[CH3:35])([CH3:33])[CH3:32])(=O)=O>C(Cl)Cl>[Si:31]([O:24][C:22]([C:8]1[CH:7]=[CH:6][CH:5]=[C:4]2[C:9]=1[N:10]=[C:11]([NH:12][C:13]([CH3:21])([CH2:15][CH2:16][S:17]([CH3:20])(=[O:19])=[O:18])[CH3:14])[C:2]([CH3:1])=[N:3]2)=[CH2:23])([C:34]([CH3:37])([CH3:36])[CH3:35])([CH3:33])[CH3:32]. Yields the product [Si](C)(C)(C(C)(C)C)OC(=C)C=1C=CC=C2N=C(C(=NC12)NC(C)(CCS(=O)(=O)C)C)C (8-(1-((tert-butyldimethylsilyl)oxy)vinyl)-3-methyl-N-(2-methyl-4-(methylsulfonyl)butan-2-yl)quinoxalin-2-amine). The reactants are CC1=NC2=CC=CC(=C2N=C1NC(C)(CCS(=O)(=O)C)C)C(C)=O (1-(2-methyl-3-((2-methyl-4-(methylsulfonyl)butan-2-yl)amino)quinoxalin-5-yl)ethanone), FC(S(=O)(=O)O[Si](C)(C)C(C)(C)C)(F)F (tert-butyldimethylsilyl trifluoromethanesulfonate), TEA, silyl enol ether. Starting materials: N(=O)OS(O)(=O)=O (nitrosylsulphuric acid), NC1=CC=CC=C1 (aniline), NC(=O)N (urea), C(#N)C1=C(N)C=CC(=C1)C#N (2,4-dicyanoaniline), C([O-])([O-])=O.[Na+].[Na+] (sodium carbonate). The solvent is S(O)(O)(=O)=O (sulphuric acid), S(O)(O)(=O)=O (sulphuric acid). Run at time 1 hour. Yields the product NC1=CC=C(C=C1)N=NC1=C(C=C(C=C1)C#N)C#N (4-amino-2′,4′-dicyano-azobenzene). Isolated yield 183.5%. As a reaction SMILES: [C:1]([C:3]1[CH:9]=[C:8]([C:10]#[N:11])[CH:7]=[CH:6][C:4]=1[NH2:5])#[N:2].N(OS(=O)(=O)O)=O.[NH2:19][C:20]1[CH:25]=[CH:24][CH:23]=[CH:22][CH:21]=1.[NH2:26]C(N)=O.C(=O)([O-])[O-].[Na+].[Na+]>S(=O)(=O)(O)O>[NH2:19][C:20]1[CH:25]=[CH:24][C:23]([N:26]=[N:5][C:4]2[CH:6]=[CH:7][C:8]([C:10]#[N:11])=[CH:9][C:3]=2[C:1]#[N:2])=[CH:22][CH:21]=1 |f:4.5.6|. Procedure: 31.4 g 2,4-dicyanoaniline were diazotised with 72 g nitrosylsulphuric acid at 0 to 5° C. in 300 ml of 50% aqueous sulphuric acid and the batch was subsequently stirred for 1 hour. The reaction mixture was slowly added to a solution of 20.4 g aniline and 4.5 g urea in 300 ml 50% aqueous sulphuric acid, the temperature being held at 0° C. After stirring for a further 1 hour, the pH of the reaction mixture was adjusted to 5.5 with sodium carbonate, and the precipitate was filtered off under suction...